describe an organic reaction: reactants, conditions, products, and yield From a dataset of the Open Reaction Database (ORD), a public repository of structured organic reaction records. The reactants are C(CC)(=O)C1=CC=CC=C1 (propiophenone), C(C)OC(OCC)OCC (triethylorthoformate), C(C)O (ethanol). Reaction conditions: time 20 hour. The product is C(C)OC(CC)(OCC)C1=CC=CC=C1 ((1,1-diethoxy-propyl)-benzene). The yield is 71.0%. RXN SMILES: [C:1]([C:5]1[CH:10]=[CH:9][CH:8]=[CH:7][CH:6]=1)(=[O:4])[CH2:2][CH3:3].[CH2:11]([O:13]C(OCC)OCC)[CH3:12].[CH2:21](O)[CH3:22]>>[CH2:21]([O:4][C:1]([C:5]1[CH:10]=[CH:9][CH:8]=[CH:7][CH:6]=1)([O:13][CH2:11][CH3:12])[CH2:2][CH3:3])[CH3:22]. Reported procedure: To a solution of propiophenone (20 mL, 0.15 mol) in ethanol (EtOH) (20 mL) was added triethylorthoformate (32.4 mL, 0.20 mol). A stream of HCl gas was bubbled through this solution for approximately 15 seconds, then the golden solution was stirred for 20 hours at ambient temperature. The solution was then treated with NaOMe/EtOH until basic, followed by filtration. The filtrate was concentrated by removal of the EtOH in vacuo. The product was isolated via vacuum distillation to give the title co... The reactants are C(C1=CC=CC=C1)OC=1C=CC(=C2C=CC(NC12)=O)[C@H](CNCCC1=CC=C(C=C1)NC(=O)C=1C=C(C=CC1)S(=O)(=O)C=1C=C2C(=C(C=NC2=C(C1)C)C(=O)N)NC1=CC(=CC=C1)OC)O ((R)-6-[[3-[[4-[2-[[2-[8-(Benzyloxy)-2-oxo-1,2-dihydroquinolin-5-yl]-2-hydroxyethyl]amino]ethyl]phenyl]carbamoyl]phenyl]sulfonyl]-4-[(3-methoxyphenyl)amino]-8-methylquinoline-3-carboxamide), C(C1=CC=CC=C1)OC=1C=CC(=C2C=CC(NC12)=O)[C@H](CNC(CC=1C=C(C(=O)N2CCN(CC2)C(=O)C=2C=C(C=CC2)S(=O)(=O)C=2C=C3C(=C(C=NC3=C(C2)C)C(=O)N)NC2=CC(=CC=C2)OC)C=CC1)(C)C)O[Si](C)(C)C(C)(C)C ((R)-6-((3-(4-(3-(2-((2-(8-(benzyloxy)-2-oxo-1,2-dihydroquinolin-5-yl)-2-((tert-butyldimethylsilyl)oxy)ethyl)amino)-2-methylpropyl)benzoyl)piperazine-1-carbonyl)phenyl)sulfonyl)-4-((3-methoxyphenyl)amino)-8-methylquinoline-3-carboxamide), C58H58N7O9S. Product: C(C1=CC=CC=C1)OC=1C=CC(=C2C=CC(NC12)=O)[C@H](CNC(CC=1C=C(C(=O)N2CCN(CC2)C(=O)C=2C=C(C=CC2)S(=O)(=O)C=2C=C3C(=C(C=NC3=C(C2)C)C(=O)N)NC2=CC(=CC=C2)OC)C=CC1)(C)C)O ((R)-6-((3-(4-(3-(2-((2-(8-(benzyloxy)-2-oxo-1,2-dihydroquinolin-5-yl)-2-hydroxyethyl)amino)-2-methylpropyl)benzoyl)piperazine-1-carbonyl)phenyl)sulfonyl)-4-((3-methoxyphenyl)amino)-8-methylquinoline-3-carboxamide). Procedure: The title compound was synthesized in a manner analogous to that described for Intermediate 144, using Intermediate 142 as a substrate. ES/MS calcd. for C58H58N7O9S+ 1028.4. Found m/z=1028.3 (M+H)+. RXN SMILES: C(OC1C=CC([C@@H](O)CNCCC2C=CC(NC(C3C=C(S(C4C=C5C(=C(C)C=4)N=CC(C(N)=O)=C5NC4C=CC=C(OC)C=4)(=O)=O)C=CC=3)=O)=CC=2)=C2C=1NC(=O)C=C2)C1C=CC=CC=1.[CH2:67]([O:74][C:75]1[CH:76]=[CH:77][C:78]([C@@H:86]([O:141][Si](C(C)(C)C)(C)C)[CH2:87][NH:88][C:89]([CH3:140])([CH3:139])[CH2:90][C:91]2[CH:92]=[C:93]([CH:136]=[CH:137][CH:138]=2)[C:94]([N:96]2[CH2:101][CH2:100][N:99]([C:102]([C:104]3[CH:105]=[C:106]([S:110]([C:113]4[CH:114]=[C:115]5[C:120](=[C:121]([CH3:123])[CH:122]=4)[N:119]=[CH:118][C:117]([C:124]([NH2:126])=[O:125])=[C:116]5[NH:127][C:128]4[CH:133]=[CH:132][CH:131]=[C:130]([O:134][CH3:135])[CH:129]=4)(=[O:112])=[O:111])[CH:107]=[CH:108][CH:109]=3)=[O:103])[CH2:98][CH2:97]2)=[O:95])=[C:79]2[C:84]=1[NH:83][C:82](=[O:85])[CH:81]=[CH:80]2)[C:68]1[CH:73]=[CH:72][CH:71]=[CH:70][CH:69]=1>>[CH2:67]([O:74][C:75]1[CH:76]=[CH:77][C:78]([C@@H:86]([OH:141])[CH2:87][NH:88][C:89]([CH3:139])([CH3:140])[CH2:90][C:91]2[CH:92]=[C:93]([CH:136]=[CH:137][CH:138]=2)[C:94]([N:96]2[CH2:97][CH2:98][N:99]([C:102]([C:104]3[CH:105]=[C:106]([S:110]([C:113]4[CH:114]=[C:115]5[C:120](=[C:121]([CH3:123])[CH:122]=4)[N:119]=[CH:118][C:117]([C:124]([NH2:126])=[O:125])=[C:116]5[NH:127][C:128]4[CH:133]=[CH:132][CH:131]=[C:130]([O:134][CH3:135])[CH:129]=4)(=[O:111])=[O:112])[CH:107]=[CH:108][CH:109]=3)=[O:103])[CH2:100][CH2:101]2)=[O:95])=[C:79]2[C:84]=1[NH:83][C:82](=[O:85])[CH:81]=[CH:80]2)[C:68]1[CH:69]=[CH:70][CH:71]=[CH:72][CH:73]=1. Reactants: C([O-])(O)=O.[Na+] (sodium bicarbonate), C(C1=CC=CC=C1)(C1=CC=CC=C1)O (benzhydrol), C(C)(C)NS(=O)(=O)C=1NC2=CC=CC=C2C1 (N-isopropylindole-2-sulfonamide), CS(=O)(=O)O (methanesulfonic acid). The solvent is C(Cl)Cl (methylene chloride), C(Cl)Cl (methylene chloride). Conditions: time 2.5 hour. The product is C(C)(C)NS(=O)(=O)C=1NC2=CC=CC=C2C1C(C1=CC=CC=C1)C1=CC=CC=C1 (N-Isopropyl-3-(diphenylmethyl)indole-2-sulfonamide). Isolated yield 84.8%. As a reaction SMILES: [CH:1](O)([C:8]1[CH:13]=[CH:12][CH:11]=[CH:10][CH:9]=1)[C:2]1[CH:7]=[CH:6][CH:5]=[CH:4][CH:3]=1.[CH:15]([NH:18][S:19]([C:22]1[NH:23][C:24]2[C:29]([CH:30]=1)=[CH:28][CH:27]=[CH:26][CH:25]=2)(=[O:21])=[O:20])([CH3:17])[CH3:16].CS(O)(=O)=O.C(=O)(O)[O-].[Na+]>C(Cl)Cl>[CH:15]([NH:18][S:19]([C:22]1[NH:23][C:24]2[C:29]([C:30]=1[CH:1]([C:8]1[CH:13]=[CH:12][CH:11]=[CH:10][CH:9]=1)[C:2]1[CH:7]=[CH:6][CH:5]=[CH:4][CH:3]=1)=[CH:28][CH:27]=[CH:26][CH:25]=2)(=[O:21])=[O:20])([CH3:17])[CH3:16] |f:3.4|. Reported procedure: To a solution of benzhydrol (0.58 g, 3.15 mmol) and N-isopropylindole-2-sulfonamide (0.7 g, 3.12 mmol) in 15 ml of methylene chloride was added a solution of methanesulfonic acid (0.2 ml, 3.12 mmol) in 4 ml of methylene chloride, followed by stirring at room temperature for 2.5 hours. A saturated aqueous solution of sodium bicarbonate was added to the reaction solution for neutralization and the solvent was distilled off under reduced pressure, followed by extraction with ethyl acetate. The resu... The reactants are S(N)(=O)(=O)OC1=CC=2CC[C@H]3[C@@H]4CC=C([C@@]4(C)CC[C@@H]3C2C=C1)C(NCCCCCCC)=O (3-Sulfamoyloxy-17-(N-heptylcarbamoyl)-estra-1,3,5(10),16-tetraene), OC1=CC=2CC[C@H]3[C@@H]4CC[C@@H]([C@@]4(C)CC[C@@H]3C2C=C1)NC(CCCCCCC)=O (3-hydroxy-17β-octanoylamino-estra-1,3,5(10)-triene). The product is S(N)(=O)(=O)OC1=CC=2CC[C@H]3[C@@H]4CC[C@@H]([C@@]4(C)CC[C@@H]3C2C=C1)NC(CCCCCCC)=O (3-sulfamoyloxy-17β-octanoylamino-estra-1,3,5(10)-triene). Yield: 50.0%. RXN SMILES: [S:1]([O:5][C:6]1[CH:23]=[CH:22][C:21]2[C@@H:20]3[C@H:11]([C@H:12]4[C@@:16]([CH2:18][CH2:19]3)([CH3:17])[C:15](C(=O)NCCCCCCC)=[CH:14][CH2:13]4)[CH2:10][CH2:9][C:8]=2[CH:7]=1)(=[O:4])(=[O:3])[NH2:2].OC1C=CC2[C@@H]3[C@H]([C@H]4[C@@](CC3)(C)[C@@H]([NH:53][C:54](=[O:62])[CH2:55][CH2:56][CH2:57][CH2:58][CH2:59][CH2:60][CH3:61])CC4)CCC=2C=1>>[S:1]([O:5][C:6]1[CH:23]=[CH:22][C:21]2[C@@H:20]3[C@H:11]([C@H:12]4[C@@:16]([CH2:18][CH2:19]3)([CH3:17])[C@@H:15]([NH:53][C:54](=[O:62])[CH2:55][CH2:56][CH2:57][CH2:58][CH2:59][CH2:60][CH3:61])[CH2:14][CH2:13]4)[CH2:10][CH2:9][C:8]=2[CH:7]=1)(=[O:4])(=[O:3])[NH2:2]. Procedure: Sulfamates 11a (50%) were prepared by using the procedure outlined in Example 1 for the synthesis of sulfamate (5a), but using compound 10a instead of compound 4a. Reactants: Br, COC(=O)N1CCC(c2cc(=O)[nH]o2)CC1c1cc(F)c(Cl)c(F)c1. Yields the product O=c1cc(C2CCNC(c3cc(F)c(Cl)c(F)c3)C2)o[nH]1. As a reaction SMILES: [BrH:26].[Cl:1][c:2]1[c:3]([F:25])[cH:4][c:5]([CH:9]2[N:10]([C:21]([O:22][CH3:23])=[O:24])[CH2:11][CH2:12][CH:13]([c:15]3[cH:16][c:17](=[O:20])[nH:18][o:19]3)[CH2:14]2)[cH:6][c:7]1[F:8]>>[Cl:1][c:2]1[c:3]([F:25])[cH:4][c:5]([CH:9]2[NH:10][CH2:11][CH2:12][CH:13]([c:15]3[cH:16][c:17](=[O:20])[nH:18][o:19]3)[CH2:14]2)[cH:6][c:7]1[F:8]. Reactants: C(C1=CC=CC=C1)[C@@H]1N(C(OC1)=O)C(=O)C(CC(=O)OC(C)(C)C)CCO (tert-Butyl 3-((S)-4-benzyl-2-oxooxazolidine-3-carbonyl)-5-hydroxyvalerate), CN(C)C=O (DMF), N1C=NC=C1 (imidazole), C(C)(C)(C)[Si](C1=CC=CC=C1)(C1=CC=CC=C1)Cl (tert-butylchlorodiphenylsilane). The solvent is O (water). Run at time 1 hour. Yields the product C(C1=CC=CC=C1)[C@@H]1N(C(OC1)=O)C(=O)C(CC(=O)OC(C)(C)C)CCO[Si](C1=CC=CC=C1)(C1=CC=CC=C1)C(C)(C)C (tert-Butyl 3-((S)-4-benzyl-2-oxooxazolidine-3-carbonyl)-5-(tert-butyldiphenylsilanyloxy)valerate). As a reaction SMILES: [CH2:1]([C@H:8]1[CH2:12][O:11][C:10](=[O:13])[N:9]1[C:14]([CH:16]([CH2:25][CH2:26][OH:27])[CH2:17][C:18]([O:20][C:21]([CH3:24])([CH3:23])[CH3:22])=[O:19])=[O:15])[C:2]1[CH:7]=[CH:6][CH:5]=[CH:4][CH:3]=1.CN(C=O)C.N1C=CN=C1.[C:38]([Si:42](Cl)([C:49]1[CH:54]=[CH:53][CH:52]=[CH:51][CH:50]=1)[C:43]1[CH:48]=[CH:47][CH:46]=[CH:45][CH:44]=1)([CH3:41])([CH3:40])[CH3:39]>O>[CH2:1]([C@H:8]1[CH2:12][O:11][C:10](=[O:13])[N:9]1[C:14]([CH:16]([CH2:25][CH2:26][O:27][Si:42]([C:38]([CH3:41])([CH3:40])[CH3:39])([C:49]1[CH:50]=[CH:51][CH:52]=[CH:53][CH:54]=1)[C:43]1[CH:48]=[CH:47][CH:46]=[CH:45][CH:44]=1)[CH2:17][C:18]([O:20][C:21]([CH3:23])([CH3:22])[CH3:24])=[O:19])=[O:15])[C:2]1[CH:3]=[CH:4][CH:5]=[CH:6][CH:7]=1. Reported procedure: tert-Butyl 3-((S)-4-benzyl-2-oxooxazolidine-3-carbonyl)-5-hydroxyvalerate (401 g) and DMF (2000 mL) were mixed. To the mixture were added imidazole (160 g) and tert-butylchlorodiphenylsilane (287 mL) at ice temperature. The mixture was stirred at RT for 1 hr. After pouring water (1.2 L) into the reaction, the mixture was extracted with toluene (2.3 L). The organic layer was washed with aqueous 20 w/v % citric acid (1.6 L), water (2 L) and 10 w/v % brine (1.6 L), then dried over sodium sulfate. T... Reactants: [BH4-], CO, NC(=O)c1ccc(Oc2ccc(C=O)cc2)cc1, NCc1ccccc1, [Na+]. Yields the product NC(=O)c1ccc(Oc2ccc(CNCc3ccccc3)cc2)cc1. Reaction SMILES: [BH4-:27].[CH3:29][OH:30].[CH:1](=[O:2])[c:3]1[cH:4][cH:5][c:6]([O:7][c:8]2[cH:9][cH:10][c:11]([C:12](=[O:13])[NH2:14])[cH:15][cH:16]2)[cH:17][cH:18]1.[NH2:19][CH2:20][c:21]1[cH:22][cH:23][cH:24][cH:25][cH:26]1.[Na+:28]>>[CH2:1]([c:3]1[cH:4][cH:5][c:6]([O:7][c:8]2[cH:9][cH:10][c:11]([C:12](=[O:13])[NH2:14])[cH:15][cH:16]2)[cH:17][cH:18]1)[NH:19][CH2:20][c:21]1[cH:22][cH:23][cH:24][cH:25][cH:26]1.